This data is from the Open Reaction Database (ORD), a public repository of structured organic reaction records. The task is: describe an organic reaction: reactants, conditions, products, and yield Starting materials: S1C=C(C=C1)C=1OC=2C(N1)=C(C=CC2)C(=O)O (2-thiophen-3-ylbenzoxazole-4-carboxylic acid), Cl.Cl.NC1CC2CCCC(C1)N2C (3-amino-9-methyl-9-azabicyclo[3.3.1]nonane dihydrochloride), Cl.C(C)N=C=NCCCN(C)C (1-ethyl-3-(3-dimethylaminopropyl)carbodiimide hydrochloride), ON1N=NC2=C1C=CC=C2 (1-hydroxybenzotriazole), CCN(C(C)C)C(C)C (DIPEA). The solvent is CN(C)C=O (DMF), C(C)(=O)OCC (ethyl acetate). Reaction conditions: time 10 minute. Product: CN1C2CC(CC1CCC2)NC(=O)C=2C=CC=C1C2N=C(O1)C1=CSC=C1 (N-(9-methyl-9-azabicyclo[3.3.1]non-3-yl)-2-thiophen-3-ylbenzoxazole-4-carboxamide). Yield: 41.8%. As a reaction SMILES: [S:1]1[CH:5]=[CH:4][C:3]([C:6]2[O:7][C:8]3[C:9](=[C:11]([C:15]([OH:17])=O)[CH:12]=[CH:13][CH:14]=3)[N:10]=2)=[CH:2]1.Cl.Cl.[NH2:20][CH:21]1[CH2:28][CH:27]2[N:29]([CH3:30])[CH:23]([CH2:24][CH2:25][CH2:26]2)[CH2:22]1.Cl.C(N=C=NCCCN(C)C)C.ON1C2C=CC=CC=2N=N1.CCN(C(C)C)C(C)C>CN(C=O)C.C(OCC)(=O)C>[CH3:30][N:29]1[CH:23]2[CH2:24][CH2:25][CH2:26][CH:27]1[CH2:28][CH:21]([NH:20][C:15]([C:11]1[CH:12]=[CH:13][CH:14]=[C:8]3[O:7][C:6]([C:3]4[CH:4]=[CH:5][S:1][CH:2]=4)=[N:10][C:9]=13)=[O:17])[CH2:22]2 |f:1.2.3,4.5|. Procedure details: A mixture of 2-thiophen-3-ylbenzoxazole-4-carboxylic acid (78 mg, 0.32 mmol), 3-amino-9-methyl-9-azabicyclo[3.3.1]nonane dihydrochloride (86 mg, 0.38 mmol), 1-ethyl-3-(3-dimethylaminopropyl)carbodiimide hydrochloride (86 mg, 0.45 mmol) and 1-hydroxybenzotriazole (122 mg, 0.90 mmol) in DMF (5 mL) was stirred for 10 min at room temperature, then DIPEA (0.26 mL, 1.6 mmol) was added. The resulting reaction mixture was stirred at room temperature overnight. The mixture was diluted with ethyl acetate ... Reactants: CNN (Methyl hydrazine), CN(C=O)C (dimethylformamide), C(#N)N=C(NCCCOC1=CC(=CC=C1)CN1CCCC1)SC (N'-Cyano-N-[3-[3-(1-pyrrolidinylmethyl)phenoxy]propyl]carbamimidothioic acid, methyl ester). Run in C1(=CC=CC=C1)C (toluene). Product: CN1N=C(N=C1NCCCOC1=CC(=CC=C1)CN1CCCC1)N (1-Methyl-N5 -[3-[3-(1-pyrrolidinylmethyl)phenoxy]propyl]-1H-1,2,4-triazole-3,5-diamine). RXN SMILES: [CH3:1][NH:2][NH2:3].CN(C)C=O.[C:9]([N:11]=[C:12](SC)[NH:13][CH2:14][CH2:15][CH2:16][O:17][C:18]1[CH:23]=[CH:22][CH:21]=[C:20]([CH2:24][N:25]2[CH2:29][CH2:28][CH2:27][CH2:26]2)[CH:19]=1)#[N:10]>C1(C)C=CC=CC=1>[CH3:1][N:2]1[C:12]([NH:13][CH2:14][CH2:15][CH2:16][O:17][C:18]2[CH:23]=[CH:22][CH:21]=[C:20]([CH2:24][N:25]3[CH2:26][CH2:27][CH2:28][CH2:29]3)[CH:19]=2)=[N:11][C:9]([NH2:10])=[N:3]1. Procedure details: Methyl hydrazine (6.9 g) and dry dimethylformamide (10.95 g) were heated at reflux in toluene for 1 hr. N'-Cyano-N-[3-[3-(1-pyrrolidinylmethyl)phenoxy]propyl]carbamimidothioic acid, methyl ester (10 g) was then adde and the mixture heated at reflux for 5 hr. Evaporation of the solvent gave the title compound as a yellow oil which was converted to the fumarate salt in ethanol. The title compound was regenerated as the free base with aqueous sodium carbonate, and extracted into ethyl acetate. Evap... Starting materials: Cc1ccc([N+](=O)[O-])cc1N, O=S(=O)(O)O. The product is Cc1ccc([N+](=O)[O-])cc1O. As a reaction SMILES: [CH3:1][c:2]1[c:3]([NH2:4])[cH:5][c:6]([N+:9](=[O:10])[O-:11])[cH:7][cH:8]1.[S:12]([OH:13])(=[O:14])(=[O:15])[OH:16]>>[CH3:1][c:2]1[c:3]([OH:13])[cH:5][c:6]([N+:9](=[O:10])[O-:11])[cH:7][cH:8]1. RXN SMILES: [CH3:12][I:13].[CH:1]1=[N:2][CH2:3][CH2:4][CH2:5][C:6]12[CH:7]=[CH:8][CH2:9][CH2:10][CH2:11]2.[cH:14]1[cH:15][cH:16][cH:17][cH:18][cH:19]1>>[CH:1]1=[N+:2]([CH3:12])[CH2:3][CH2:4][CH2:5][C:6]12[CH:7]=[CH:8][CH2:9][CH2:10][CH2:11]2.[I-:13]. Product: C[N+]1=CC2(C=CCCC2)CCC1, [I-]. The reactants are CI, C1=CC2(C=NCCC2)CCC1, c1ccccc1. Starting materials: C1CCOC1, CO, Cl, COC(=O)C1CCN(c2cccc(C(F)(F)F)c2)CC1, [Na+], [OH-], O. Product: O=C(O)C1CCN(c2cccc(C(F)(F)F)c2)CC1. Reaction SMILES: [CH2:25]1[O:26][CH2:27][CH2:28][CH2:29]1.[CH3:30][OH:31].[ClH:23].[F:1][C:2]([c:3]1[cH:4][c:5]([N:9]2[CH2:10][CH2:11][CH:12]([C:15](=[O:16])[O:17][CH3:18])[CH2:13][CH2:14]2)[cH:6][cH:7][cH:8]1)([F:19])[F:20].[Na+:22].[OH-:21].[OH2:24]>>[F:1][C:2]([c:3]1[cH:4][c:5]([N:9]2[CH2:10][CH2:11][CH:12]([C:15](=[O:16])[OH:17])[CH2:13][CH2:14]2)[cH:6][cH:7][cH:8]1)([F:19])[F:20]. Reactants: NC=1C=NC2=CC=CC=C2C1NCCOCCNC(OC(C)(C)C)=O (tert-butyl 2-{2-[(3-aminoquinolin-4-yl)amino]ethoxy}ethylcarbamate), C(C)OCC(=O)Cl (2-ethoxyacetyl chloride). The reagents and catalysts are CN(C1=CC=NC=C1)C (4-dimethylaminopyridine). Solvent: N1=CC=CC=C1 (pyridine). Reaction conditions: time 3 hour. Product: C(C)OCC=1N(C2=C(C=NC=3C=CC=CC23)N1)CCOCCNC(OC(C)(C)C)=O (tert-butyl 2-{2-[2-(ethoxymethyl)-1H-imidazo[4,5-c]quinolin-1-yl]ethoxy}ethylcarbamate). Isolated yield 71.6%. As a reaction SMILES: [NH2:1][C:2]1[CH:3]=[N:4][C:5]2[C:10]([C:11]=1[NH:12][CH2:13][CH2:14][O:15][CH2:16][CH2:17][NH:18][C:19](=[O:25])[O:20][C:21]([CH3:24])([CH3:23])[CH3:22])=[CH:9][CH:8]=[CH:7][CH:6]=2.[CH2:26]([O:28][CH2:29][C:30](Cl)=O)[CH3:27]>N1C=CC=CC=1.CN(C)C1C=CN=CC=1>[CH2:26]([O:28][CH2:29][C:30]1[N:12]([CH2:13][CH2:14][O:15][CH2:16][CH2:17][NH:18][C:19](=[O:25])[O:20][C:21]([CH3:22])([CH3:24])[CH3:23])[C:11]2[C:10]3[CH:9]=[CH:8][CH:7]=[CH:6][C:5]=3[N:4]=[CH:3][C:2]=2[N:1]=1)[CH3:27]. Procedure: A solution of tert-butyl 2-{2-[(3-aminoquinolin-4-yl)amino]ethoxy}ethylcarbamate (18.04 g, 52.1 mmol) in 180 mL of pyridine was treated with 50 mg of 4-dimethylaminopyridine and chilled in an ice water bath. 2-ethoxyacetyl chloride (6.44 g, 52.6 mmol) was added dropwise to the solution. The reaction was stirred at room temperature for 3 h. The reaction was then heated to reflux with stirring. After 18 h the reaction was cooled and then concentrated. The residue was partitioned between CHCl3 (150... Reactants: CC(C)(C)COC(=O)OC(Cl)C(Cl)(Cl)Cl, [F-], O=C([O-])F, [K+], N#Cc1ccccc1. The product is CC(C)(C)COC(=O)F. Reaction SMILES: [C:1]([O:2][CH2:3][C:4]([CH3:5])([CH3:6])[CH3:7])([O:8][CH:9]([Cl:10])[C:11]([Cl:12])([Cl:13])[Cl:14])=[O:15].[F-:16].[F:18][C:19]([O-:20])=[O:21].[K+:17].[N:22]#[C:23][c:24]1[cH:25][cH:26][cH:27][cH:28][cH:29]1>>[C:1]([O:2][CH2:3][C:4]([CH3:5])([CH3:6])[CH3:7])(=[O:15])[F:18]. The reactants are ClC1=CC=C2C=CC(=NC2=C1)COC1=CC2=C(OCC3=C(C2O)C=CC(=C3)OC)C=C1 (2-(7-Chloroquinolin-2-yl)methoxy-11-hydroxy-8-methoxy-6,11-dihydrodibenz[b,e]oxepine), SCCC(=O)O (3-mercaptopropionic acid). The product is C(=O)(O)CCSC1C2=C(OCC3=C1C=CC(=C3)OC)C=CC(=C2)OCC2=NC3=CC(=CC=C3C=C2)Cl (11-(2-Carboxyethylthio)-2-(7-chloroquinolin-2-yl)methoxy-8-methoxy-6,11-dihydrodibenz[b,e]oxepine). RXN SMILES: [Cl:1][C:2]1[CH:11]=[C:10]2[C:5]([CH:6]=[CH:7][C:8]([CH2:12][O:13][C:14]3[CH:31]=[CH:30][C:17]4[O:18][CH2:19][C:20]5[CH:27]=[C:26]([O:28][CH3:29])[CH:25]=[CH:24][C:21]=5[CH:22](O)[C:16]=4[CH:15]=3)=[N:9]2)=[CH:4][CH:3]=1.[SH:32][CH2:33][CH2:34][C:35]([OH:37])=[O:36]>>[C:35]([CH2:34][CH2:33][S:32][CH:22]1[C:21]2[CH:24]=[CH:25][C:26]([O:28][CH3:29])=[CH:27][C:20]=2[CH2:19][O:18][C:17]2[CH:30]=[CH:31][C:14]([O:13][CH2:12][C:8]3[CH:7]=[CH:6][C:5]4[C:10](=[CH:11][C:2]([Cl:1])=[CH:3][CH:4]=4)[N:9]=3)=[CH:15][C:16]1=2)([OH:37])=[O:36]. Reported procedure: 2-(7-Chloroquinolin-2-yl)methoxy-11-hydroxy-8-methoxy-6,11-dihydrodibenz[b,e]oxepine and 3-mercaptopropionic acid were used and reacted in the same manner as in Example 1 to obtain the title compound. Reactants: Br, CC(=O)O, COc1cc(Cl)ccc1CC(=O)O. The product is O=C(O)Cc1ccc(Cl)cc1O. As a reaction SMILES: [BrH:14].[CH3:15][C:16](=[O:17])[OH:18].[Cl:1][c:2]1[cH:3][c:4]([O:12][CH3:13])[c:5]([CH2:8][C:9](=[O:10])[OH:11])[cH:6][cH:7]1>>[Cl:1][c:2]1[cH:3][c:4]([OH:12])[c:5]([CH2:8][C:9](=[O:10])[OH:11])[cH:6][cH:7]1.